Dataset: the Open Reaction Database (ORD), a public repository of structured organic reaction records. Task: describe an organic reaction: reactants, conditions, products, and yield The reactants are O (water), O (water), ClC(=CCO\N=C(/C(=O)OCC)\C=1N=C(SC1)NC(C1=CC=CC=C1)(C1=CC=CC=C1)C1=CC=CC=C1)Cl (Ethyl (Z)-2-(3,3-dichloroprop-2-en-1-yloxyimino)-2-(2-triphenylmethylaminothiazol-4-yl)acetate). Run in C(=O)O (formic acid), C(=O)O (formic acid). Yields the product NC=1SC=C(N1)/C(/C(=O)OCC)=N/OCC=C(Cl)Cl (Ethyl 2-(2-aminothiazol-4-yl)-(Z)-2-(3,3-dichloroprop-2-en-1-yloxyimino)acetate). Isolated yield 84.3%. As a reaction SMILES: [Cl:1][C:2]([Cl:38])=[CH:3][CH2:4][O:5]/[N:6]=[C:7](/[C:13]1[N:14]=[C:15]([NH:18]C(C2C=CC=CC=2)(C2C=CC=CC=2)C2C=CC=CC=2)[S:16][CH:17]=1)\[C:8]([O:10][CH2:11][CH3:12])=[O:9].O>C(O)=O>[NH2:18][C:15]1[S:16][CH:17]=[C:13](/[C:7](=[N:6]/[O:5][CH2:4][CH:3]=[C:2]([Cl:38])[Cl:1])/[C:8]([O:10][CH2:11][CH3:12])=[O:9])[N:14]=1. Procedure details: Ethyl (Z)-2-(3,3-dichloroprop-2-en-1-yloxyimino)-2-(2-triphenylmethylaminothiazol-4-yl)acetate (622 mg, 1.09 mmol) was dissolved in 98% formic acid (5 ml) and treated with water (1.5 ml). After stirring for 2 h the formic acid and water were removed under reduced pressure. Toluene was added and the process repeated. The residue was chromatographed on silica-gel eluting with ethyl acetate/hexane mixtures to give the title compound (298 mg, 84%) m.p. 135°-136°; [Found C, 37.25; H, 3.46; N, 13.12. ... Reactants: C(C1=CC=CC=C1)OC([C@H](CO)N(CC1=CC=CC=C1)CC1=CC=CC=C1)=O ((S)-2-dibenzylamino-3-hydroxy-propionic acid benzyl ester), S(=O)(=O)([O-])[O-].[Na+].[Na+] (sodium sulfate), FC(C(=O)O)(S(=O)(=O)F)F (Difluoro(fluorosulfonyl)acetic acid). The solvent is C(C)#N (acetonitrile). Run at temperature 40 celsius. The product is C(C1=CC=CC=C1)OC([C@H](COC(F)F)N(CC1=CC=CC=C1)CC1=CC=CC=C1)=O ((S)-2-Dibenzylamino-3-difluoromethoxy-propionic acid benzyl ester). RXN SMILES: [CH2:1]([O:8][C:9](=[O:28])[C@@H:10]([N:13]([CH2:21][C:22]1[CH:27]=[CH:26][CH:25]=[CH:24][CH:23]=1)[CH2:14][C:15]1[CH:20]=[CH:19][CH:18]=[CH:17][CH:16]=1)[CH2:11][OH:12])[C:2]1[CH:7]=[CH:6][CH:5]=[CH:4][CH:3]=1.S([O-])([O-])(=O)=O.[Na+].[Na+].[F:36][C:37]([F:45])(S(F)(=O)=O)C(O)=O>C(#N)C>[CH2:1]([O:8][C:9](=[O:28])[C@@H:10]([N:13]([CH2:21][C:22]1[CH:27]=[CH:26][CH:25]=[CH:24][CH:23]=1)[CH2:14][C:15]1[CH:16]=[CH:17][CH:18]=[CH:19][CH:20]=1)[CH2:11][O:12][CH:37]([F:45])[F:36])[C:2]1[CH:3]=[CH:4][CH:5]=[CH:6][CH:7]=1 |f:1.2.3|. Reported procedure: A solution of (S)-2-dibenzylamino-3-hydroxy-propionic acid benzyl ester (4.9 g, 13.1 mmol) in acetonitrile (50 mL) was treated with anhydrous sodium sulfate (466 mg, 3.28 mmol) and warmed to 40° C. Difluoro(fluorosulfonyl)acetic acid (1.62 mL, 19.7 mmol) was then added over 90 minutes using a syringe pump. After the end of addition, the volatiles were removed in vacuo and the residue was purified by silica gel chromatography using a gradient of iso-hexanes/ethyl acetate 1:0 to 95:5 to provide (7...